Dataset: the Open Reaction Database (ORD), a public repository of structured organic reaction records. Task: describe an organic reaction: reactants, conditions, products, and yield Starting materials: C(=O)C1=C(C=CC=C1)C1=CC=C(C=C1)C (4-(2-formylphenyl)toluene), BrN1C(CCC1=O)=O (N-bromosuccinimide). The reagents and catalysts are C(C1=CC=CC=C1)(=O)OOC(C1=CC=CC=C1)=O (dibenzoyl peroxide). The solvent is ClCCl (dichloromethane). Yields the product CC1=CC=C(C=C1)C=1C(=CC=CC1)C(=O)O (4′-Methylbiphenyl-2-carboxylic acid). Isolated yield 134.3%. Reaction SMILES: [CH:1]([C:3]1[CH:8]=[CH:7][CH:6]=[CH:5][C:4]=1[C:9]1[CH:14]=[CH:13][C:12]([CH3:15])=[CH:11][CH:10]=1)=[O:2].BrN1C(=[O:22])CCC1=O>ClCCl.C(OOC(=O)C1C=CC=CC=1)(=O)C1C=CC=CC=1>[CH3:15][C:12]1[CH:11]=[CH:10][C:9]([C:4]2[C:3]([C:1]([OH:22])=[O:2])=[CH:8][CH:7]=[CH:6][CH:5]=2)=[CH:14][CH:13]=1. Procedure: A solution of 4-(2-formylphenyl)toluene (2 g, 10.2 mmol), N-bromosuccinimide (1.8 g, 10.1 mmol) and dibenzoyl peroxide 75% (0.26 g, 0.8 mmol) in 22 ml of dichloromethane is stirred at the temperature of reflux for 5 hours. Reaction mixture is filtered and evaporated to dryness under reduced pressure. Oily residue is suspended in 20 ml of brine and extracted with 20 ml of ethyl acetate. Organic layer is evaporated to dryness under reduced pressure to obtain 2.88 g of oily product. Reactants: BrC=1C=C(C(=NC1)N)N (5-bromo-2,3-diaminopyridine), C1(=CC=CC=C1)N1N=NC(=C1)C=O (1-phenyl-1H-1,2,3-triazole-4-carboxaldehyde). The product is BrC=1C=C2C(=NC1)NC(=N2)C=2N=NN(C2)C2=CC=CC=C2 (6-Bromo-2-(1-phenyl-1H-1,2,3-triazol-4-yl)-3H-imidazo[4,5-b]pyridine). RXN SMILES: [Br:1][C:2]1[CH:3]=[C:4]([NH2:9])[C:5]([NH2:8])=[N:6][CH:7]=1.[C:10]1([N:16]2[CH:20]=[C:19]([CH:21]=O)[N:18]=[N:17]2)[CH:15]=[CH:14][CH:13]=[CH:12][CH:11]=1>>[Br:1][C:2]1[CH:3]=[C:4]2[N:9]=[C:21]([C:19]3[N:18]=[N:17][N:16]([C:10]4[CH:11]=[CH:12][CH:13]=[CH:14][CH:15]=4)[CH:20]=3)[NH:8][C:5]2=[N:6][CH:7]=1. Reported procedure: The title compound was prepared from 5-bromo-2,3-diaminopyridine and 1-phenyl-1H-1,2,3-triazole-4-carboxaldehyde.